This data is from the Open Reaction Database (ORD), a public repository of structured organic reaction records. The task is: describe an organic reaction: reactants, conditions, products, and yield Starting materials: CC(C)(C)OC(=O)N1CCNCC1, Cc1ccccc1, [Cl-], [Na+], O=C(O)C1CCCO1, [OH-], O, O=S(Cl)Cl. The product is CC(C)(C)OC(=O)N1CCN(C(=O)C2CCCO2)CC1. Reaction SMILES: [C:13](=[O:14])([O:15][C:16]([CH3:17])([CH3:18])[CH3:19])[N:20]1[CH2:21][CH2:22][NH:23][CH2:24][CH2:25]1.[CH3:29][c:30]1[cH:31][cH:32][cH:33][cH:34][cH:35]1.[Cl-:28].[Na+:27].[O:1]1[CH:2]([C:6](=[O:7])[OH:8])[CH2:3][CH2:4][CH2:5]1.[OH-:26].[OH2:36].[S:9]([Cl:10])([Cl:11])=[O:12]>>[O:1]1[CH:2]([C:6](=[O:8])[N:23]2[CH2:22][CH2:21][N:20]([C:13](=[O:14])[O:15][C:16]([CH3:17])([CH3:18])[CH3:19])[CH2:25][CH2:24]2)[CH2:3][CH2:4][CH2:5]1. The reactants are [H][H] (hydrogen), [H][H] (hydrogen), [N+](=O)([O-])C1=C(N)C=CC(=C1)NC(=O)OC(C)C (2-nitro-4-isopropoxycarbonylaminoaniline). Reagents/catalysts: [Pt]=O (platinum oxide). The solvent is CO (methanol). Yields the product NC1=C(C=C(C=C1)NC(=O)OC(C)C)N (1,2-diamino-4-isopropoxycarbonylaminobenzene). Isolated yield 66.3%. As a reaction SMILES: [N+:1]([C:4]1[CH:10]=[C:9]([NH:11][C:12]([O:14][CH:15]([CH3:17])[CH3:16])=[O:13])[CH:8]=[CH:7][C:5]=1[NH2:6])([O-])=O.[H][H]>CO.[Pt]=O>[NH2:6][C:5]1[CH:7]=[CH:8][C:9]([NH:11][C:12]([O:14][CH:15]([CH3:16])[CH3:17])=[O:13])=[CH:10][C:4]=1[NH2:1]. Procedure: A mixture of a solution of 2-nitro-4-isopropoxycarbonylaminoaniline (17.9 g, 0.075 mole) in methanol (450 ml) and platinum oxide (1.0 g) was shaken in an atmosphere of hydrogen at atmospheric pressure and laboratory temperature for several hours, during which time 5.04 liters of hydrogen were absorbed. The mixture was filtered, and the methanol removed in vacuo and the dark solid residue recrystallised from benzene to give 1,2-diamino-4-isopropoxycarbonylaminobenzene (10.4 g), m.p. 108°-110° C. Starting materials: OC=1C=C(C=C2C(=CC(NC12)=O)C)C(C(F)(F)F)(C(F)(F)F)O (8-hydroxy-4-methyl-6-[2,2,2-trifluoro-1-hydroxy-1-(trifluoromethyl)ethyl]-2(1H)-quinolinone), C([O-])([O-])=O.[K+].[K+] (potassium carbonate), BrCBr (dibromomethane). The solvent is O (water). Run at time 4 hour. Yields the product CC1=CC(N2C3=C(C=C(C=C13)C(C(F)(F)F)(C(F)(F)F)O)OC2)=O (6-Methyl-8-[2,2,2-trifluoro-1-hydroxy-1-(trifluoromethyl)ethyl]-2H,4H-oxazolo[5,4,3-ij]quinolin-4-one). Reaction SMILES: [OH:1][C:2]1[CH:3]=[C:4]([C:14]([OH:23])([C:19]([F:22])([F:21])[F:20])[C:15]([F:18])([F:17])[F:16])[CH:5]=[C:6]2[C:11]=1[NH:10][C:9](=[O:12])[CH:8]=[C:7]2[CH3:13].[C:24](=O)([O-])[O-].[K+].[K+].BrCBr>O>[CH3:13][C:7]1[C:6]2[C:11]3=[C:2]([O:1][CH2:24][N:10]3[C:9](=[O:12])[CH:8]=1)[CH:3]=[C:4]([C:14]([OH:23])([C:19]([F:22])([F:20])[F:21])[C:15]([F:16])([F:17])[F:18])[CH:5]=2 |f:1.2.3|. Procedure details: To a solution of 6.8 gm. (0.02 mole) of 8-hydroxy-4-methyl-6-[2,2,2-trifluoro-1-hydroxy-1-(trifluoromethyl)ethyl]-2(1H)-quinolinone is added 2.8 gm. (0.02 mole) of potassium carbonate and 25.3 gm. (0.15 mole) of dibromomethane. The solution is heated and stirred at 70° in a nitrogen atmosphere for 4 hours. At the end of this period the solution is cooled and added to 50 ml. of water. The resultant solid is filtered and purified by chromatography on silicic acid. Elution with 97.5% chloroform/2.5... Starting materials: ClC1=C(C=NC2=CC(=C(C=C12)OC)OC)C#N (4-chloro-6,7-dimethoxy-3-quinolinecarbonitrile), Cl.N1=CC=CC=C1 (pyridine hydrochloride), NC1=C(C=C(O)C=C1)O (4-aminoresorcinol). Run in C(C)OCCO (2-ethoxyethanol). The product is OC1=C(C=CC(=C1)O)NC1=C(C=NC2=CC(=C(C=C12)OC)OC)C#N (4-(2,4-Dihydroxy-phenylamino)-6,7-dimethoxy-quinoline-3-carbonitrile). Yield: 97.9%. Reaction SMILES: Cl[C:2]1[C:11]2[C:6](=[CH:7][C:8]([O:14][CH3:15])=[C:9]([O:12][CH3:13])[CH:10]=2)[N:5]=[CH:4][C:3]=1[C:16]#[N:17].Cl.N1C=CC=CC=1.[NH2:25][C:26]1[CH:32]=[CH:31][C:29]([OH:30])=[CH:28][C:27]=1[OH:33]>C(OCCO)C>[OH:33][C:27]1[CH:28]=[C:29]([OH:30])[CH:31]=[CH:32][C:26]=1[NH:25][C:2]1[C:11]2[C:6](=[CH:7][C:8]([O:14][CH3:15])=[C:9]([O:12][CH3:13])[CH:10]=2)[N:5]=[CH:4][C:3]=1[C:16]#[N:17] |f:1.2|. Procedure: Using an analogous procedure to that described in Example 286, 248.7 mg (1 mmol) of 4-chloro-6,7-dimethoxy-3-quinolinecarbonitrile in 12 mL of 2-ethoxyethanol and in the presence of 115.6 mg (1 mmol) of pyridine hydrochloride was reacted with 210.0 mg (1.3 mmol) of 4-aminoresorcinol to give 330.4 mg (98.0%) of the product as a deep purple solid, m.p.>250° C., mass (electrospray, m/e): M+H 337.9. Reactants: CCOC(=O)c1ccc(-c2cc(NC(=O)C3CCCCC3)ccc2Cl)cc1, CCO, [Na+], [OH-]. Yields the product O=C(O)c1ccc(-c2cc(NC(=O)C3CCCCC3)ccc2Cl)cc1. Reaction SMILES: [CH2:1]([CH3:2])[O:3][C:4](=[O:5])[c:6]1[cH:7][cH:8][c:9](-[c:12]2[c:13]([Cl:27])[cH:14][cH:15][c:16]([NH:18][C:19](=[O:20])[CH:21]3[CH2:22][CH2:23][CH2:24][CH2:25][CH2:26]3)[cH:17]2)[cH:10][cH:11]1.[CH3:28][CH2:29][OH:30].[Na+:32].[OH-:31]>>[O:3]=[C:4]([OH:5])[c:6]1[cH:7][cH:8][c:9](-[c:12]2[c:13]([Cl:27])[cH:14][cH:15][c:16]([NH:18][C:19](=[O:20])[CH:21]3[CH2:22][CH2:23][CH2:24][CH2:25][CH2:26]3)[cH:17]2)[cH:10][cH:11]1. The reactants are C(C)(C)(C)OC(=O)N1CC(CC1)=O (3-oxo-pyrrolidine-1-carboxylic acid tert-butyl ester), C1(CC1)C=1C=C(C(N2C=C(C(=C(C12)C)N1CCNCC1)F)=O)C(=O)O (1-cyclopropyl-7-fluoro-9-methyl-4-oxo-8-piperazin-1-yl-4H-quinolizine-3-carboxylic acid), NCC1CN(CC1)C=1C(=CN2C(C(=CC(=C2C1C)C1CC1)C(=O)O)=O)F (8-(3-aminomethyl-pyrrolidin-1-yl)-1-cyclopropyl-7-fluoro-9-methyl-4-oxo-4H-quinolizine-3-carboxylic acid). The product is C(C)(C)(C)OC(=O)N1CC(CC1)N1CCN(CC1)C=1C(=CN2C(C(=CC(=C2C1C)C1CC1)C(=O)O)=O)F ((R/S)-8-[4-(1-tert-Butoxycarbonyl-pyrrolidin-3-yl)-piperazin-1-yl]-1-cyclopropyl-7-fluoro-9-methyl-4-oxo-4H-quinolizine-3-carboxylic acid). Reaction SMILES: [C:1]([O:5][C:6]([N:8]1[CH2:12][CH2:11][C:10](=O)[CH2:9]1)=[O:7])([CH3:4])([CH3:3])[CH3:2].[CH:14]1([C:17]2[CH:18]=[C:19]([C:36]([OH:38])=[O:37])[C:20](=[O:35])[N:21]3[C:26]=2[C:25]([CH3:27])=[C:24]([N:28]2[CH2:33][CH2:32][NH:31][CH2:30][CH2:29]2)[C:23]([F:34])=[CH:22]3)[CH2:16][CH2:15]1.NCC1CCN(C2C(F)=CN3C(C=2C)=C(C2CC2)C=C(C(O)=O)C3=O)C1>>[C:1]([O:5][C:6]([N:8]1[CH2:12][CH2:11][CH:10]([N:31]2[CH2:32][CH2:33][N:28]([C:24]3[C:23]([F:34])=[CH:22][N:21]4[C:26]([C:25]=3[CH3:27])=[C:17]([CH:14]3[CH2:16][CH2:15]3)[CH:18]=[C:19]([C:36]([OH:38])=[O:37])[C:20]4=[O:35])[CH2:29][CH2:30]2)[CH2:9]1)=[O:7])([CH3:4])([CH3:3])[CH3:2]. Procedure details: The title compound was prepared as described in Step 1 of Example 9 (1974) except 3-oxo-pyrrolidine-1-carboxylic acid tert-butyl ester was used in place of 4-oxo-piperidine-1-carboxylic acid tert-butyl ester and 1-cyclopropyl-7-fluoro-9-methyl-4-oxo-8-piperazin-1-yl-4H-quinolizine-3-carboxylic acid was used in place of (8-(3-aminomethyl-pyrrolidin-1-yl)-1-cyclopropyl-7-fluoro-9-methyl-4-oxo-4H-quinolizine-3-carboxylic acid. Procedure: A mixture of 4-bromophenol (4.56 g, 0.0264 mol), 4-fluorobenzonitrile (0.0264 mol), 18-crown-6 (0.7 g, 0.00264 mol) and 40% potassium fluoride on alumina (10.8 g) in anhydrous acetonitrile (100 mL) was heated at reflux under an atmosphere of nitrogen for twelve hours. It was cooled to ambient temperature, filtered through a Celite pad and concentrated under reduced pressure. The residue was partitioned between diethyl ether (120 mL) and water (100 mL), the organic phase was further washed with s... Starting materials: BrC1=CC=C(C=C1)O (4-bromophenol), FC1=CC=C(C#N)C=C1 (4-fluorobenzonitrile), C1COCCOCCOCCOCCOCCO1 (18-crown-6), [F-].[K+] (potassium fluoride on alumina). Yields the product BrC1=CC=C(OC2=CC=C(C#N)C=C2)C=C1 (4-(4-bromophenoxy)benzonitrile). As a reaction SMILES: [Br:1][C:2]1[CH:7]=[CH:6][C:5]([OH:8])=[CH:4][CH:3]=1.F[C:10]1[CH:17]=[CH:16][C:13]([C:14]#[N:15])=[CH:12][CH:11]=1.C1OCCOCCOCCOCCOCCOC1.[F-].[K+]>C(#N)C>[Br:1][C:2]1[CH:7]=[CH:6][C:5]([O:8][C:10]2[CH:17]=[CH:16][C:13]([C:14]#[N:15])=[CH:12][CH:11]=2)=[CH:4][CH:3]=1 |f:3.4|. Yield: 51.1%. Run in C(C)#N (acetonitrile).